This data is from the Open Reaction Database (ORD), a public repository of structured organic reaction records. The task is: describe an organic reaction: reactants, conditions, products, and yield Product: COC(CN1C(C2=CC=C(C=C2C1=O)C1=CC=CC=C1)=O)=O ((1,3-Dioxo-5-phenyl-1,3-dihydro-isoindol-2-yl)-acetic acid methyl ester). RXN SMILES: Br[C:2]1[CH:12]=[CH:11][CH:10]=[C:4]2[C:5]([NH:7][C:8](=[O:9])[C:3]=12)=[O:6].[C:13]1(B(O)O)[CH:18]=[CH:17][CH:16]=[CH:15][CH:14]=1.C(=O)([O-])[O-:23].[Cs+].[Cs+].C(=O)(O)[O-].[Na+].[CH3:33][O:34][CH2:35][CH2:36]OC>>[CH3:33][O:34][C:35](=[O:23])[CH2:36][N:7]1[C:5](=[O:6])[C:4]2[C:3](=[CH:2][CH:12]=[C:11]([C:13]3[CH:18]=[CH:17][CH:16]=[CH:15][CH:14]=3)[CH:10]=2)[C:8]1=[O:9] |f:2.3.4,5.6|. The reactants are C1(=CC=CC=C1)B(O)O (phenyl boronic acid), C([O-])([O-])=O.[Cs+].[Cs+] (cesium carbonate), tetakis(triphenylphosphine)palladium(0), resultant mixture, half, C([O-])(O)=O.[Na+] (sodium bicarbonate), BrC1=C2C(C(=O)NC2=O)=CC=C1 (bromo-phthalimide), COCCOC (ethylene glycol dimethyl ether). Procedure: 6.0 g of the above bromo-phthalimide product was dissolved in 70 ml of ethylene glycol dimethyl ether. To the solution was added 3.7 g of phenyl boronic acid, 13 g cesium carbonate, and 2 g tetakis(triphenylphosphine)palladium(0). The mixture was stirred under a nitrogen atmosphere at 65° C. for 48 h. The resultant mixture was poured into 250 ml of half saturated aqueous sodium bicarbonate solution, and then extracted with 200 ml portions of ethyl acetate three times. The combined organic fracti... Run at temperature 65 celsius, time 48 hour. The reactants are Cl (hydrochloric acid), C[C@H]1CC[C@@]2([C@H]([C@H]3[C@@H](O2)C[C@@H]4[C@@]3(CC[C@H]5[C@H]4CC[C@H]6[C@@]5(CC[C@@H](C6)O[C@H]7[C@@H]([C@H]([C@@H]([C@H](O7)CO[C@H]8[C@@H]([C@H]([C@@H]([C@H](O8)CO)O)O)O)O[C@H]9[C@@H]([C@@H]([C@H]([C@@H](O9)C)O)O)O)O)O[C@H]2[C@@H]([C@H]([C@@H]([C@H](O2)CO)O)O)O)C)C)C)OC1 (sarsasaponin). Yields the product C[C@H]1CC[C@@]2([C@H]([C@H]3[C@@H](O2)C[C@@H]4[C@@]3(CC[C@H]5[C@H]4CC[C@H]6[C@@]5(CC[C@@H](C6)O)C)C)C)OC1 (sarsasapogenin). RXN SMILES: Cl.[CH3:2][C@@H:3]1[CH2:74][O:73][C@@:6]2([O:10][C@H:9]3[CH2:11][C@H:12]4[C@@H:17]5[CH2:18][CH2:19][C@@H:20]6[CH2:25][C@@H:24]([O:26][C@@H]7O[C@H](CO[C@@H]8O[C@H](CO)[C@@H](O)[C@H](O)[C@H]8O)[C@@H](O[C@@H]8O[C@@H](C)[C@H](O)[C@@H](O)[C@H]8O)[C@H](O)[C@H]7O[C@@H]7O[C@H](CO)[C@@H](O)[C@H](O)[C@H]7O)[CH2:23][CH2:22][C@:21]6([CH3:70])[C@H:16]5[CH2:15][CH2:14][C@:13]4([CH3:71])[C@H:8]3[C@@H:7]2[CH3:72])[CH2:5][CH2:4]1>>[CH3:2][C@@H:3]1[CH2:74][O:73][C@@:6]2([O:10][C@H:9]3[CH2:11][C@H:12]4[C@@H:17]5[CH2:18][CH2:19][C@@H:20]6[CH2:25][C@@H:24]([OH:26])[CH2:23][CH2:22][C@:21]6([CH3:70])[C@H:16]5[CH2:15][CH2:14][C@:13]4([CH3:71])[C@H:8]3[C@@H:7]2[CH3:72])[CH2:5][CH2:4]1. Procedure details: hydrochloric acid hydrolysis of sarsasaponin to afford sarsasapogenin; RXN SMILES: [C:1]1([CH2:7][C:8]([OH:10])=O)[CH:6]=[CH:5][CH:4]=[CH:3][CH:2]=1.C(N1C=CN=C1)(N1C=CN=C1)=O.[OH:23][C:24]1[CH:30]=[CH:29][C:28]([Cl:31])=[CH:27][C:25]=1[NH2:26]>ClCCl>[C:1]1([CH2:7][C:8]([NH:26][C:25]2[CH:27]=[C:28]([Cl:31])[CH:29]=[CH:30][C:24]=2[OH:23])=[O:10])[CH:2]=[CH:3][CH:4]=[CH:5][CH:6]=1. Yields the product C1(=CC=CC=C1)CC(=O)NC1=C(C=CC(=C1)Cl)O (N-phenylacetyl-2-hydroxy-5-chloroaniline). Reported procedure: Phenylacetic acid (20 g, 0.15 mol) in dichloromethane (120 ml) was treated with 1,1′-carbonyl diimidazole (25 g, 0.15 mol). After 1 hour, a solution of 2-hydroxy-5-chloroaniline in dichloromethane was added. The mixture was stirred overnight and processed in the usual manner to give 31.2 g of the title compound as a crystalline solid. Run at time 1 hour. Starting materials: C1(=CC=CC=C1)CC(=O)O (Phenylacetic acid), C(=O)(N1C=NC=C1)N1C=NC=C1 (1,1′-carbonyl diimidazole), OC1=C(N)C=C(C=C1)Cl (2-hydroxy-5-chloroaniline). Run in ClCCl (dichloromethane), ClCCl (dichloromethane). Starting materials: [Cl-].[NH4+] (ammonium chloride), COC(CC1=CC=C(C=C1)Br)=O ((4-Bromo-phenyl)acetic acid methyl ester), C1(CCCCC1)P(C1=C(C=CC=C1)C1=C(C=CC=C1OC)OC)C1CCCCC1 (2-dicyclohexylphosphino-2′,6′-dimethoxy-1,1′-biphenyl), P(=O)([O-])([O-])[O-].[K+].[K+].[K+] (potassium phosphate), C(C)C(CC)(C1=CC(=C(C=C1)B1OC(C(O1)(C)C)(C)C)C)C1=CC(=C(C=C1)CCC1(CCCC1)O)C (1-[2-(4-{1-ethyl-1-[3-methyl-4-(4,4,5,5-tetramethyl-[1,3,2]dioxaborolan-2-yl)-phenyl]-propyl}-2-methyl-phenyl)-ethyl]-cyclopentanol). The reagents and catalysts are C(C)(=O)[O-].[Pd+2].C(C)(=O)[O-] (palladium acetate). The solvent is C1(=CC=CC=C1)C (toluene), O (water). Run at temperature 100 celsius, time 1 hour. Yields the product COC(CC1=CC=C(C=C1)C1=C(C=C(C=C1)C(CC)(C1=CC(=C(C=C1)CCC1(CCCC1)O)C)CC)C)=O ([4′-(1-ethyl-1-{4-[2-(1-hydroxy-cyclopentyl)-ethyl]-3-methyl-phenyl}-propyl)-2′-methyl-biphenyl-4-yl]-acetic Acid Methyl Ester). Yield: 61.7%. Reaction SMILES: [CH3:1][O:2][C:3](=[O:12])[CH2:4][C:5]1[CH:10]=[CH:9][C:8](Br)=[CH:7][CH:6]=1.C1(P(C2CCCCC2)C2C=CC=CC=2C2C(OC)=CC=CC=2OC)CCCCC1.P([O-])([O-])([O-])=O.[K+].[K+].[K+].[CH2:50]([C:52]([C:71]1[CH:76]=[CH:75][C:74]([CH2:77][CH2:78][C:79]2([OH:84])[CH2:83][CH2:82][CH2:81][CH2:80]2)=[C:73]([CH3:85])[CH:72]=1)([C:55]1[CH:60]=[CH:59][C:58](B2OC(C)(C)C(C)(C)O2)=[C:57]([CH3:70])[CH:56]=1)[CH2:53][CH3:54])[CH3:51].[Cl-].[NH4+]>C1(C)C=CC=CC=1.C([O-])(=O)C.[Pd+2].C([O-])(=O)C.O>[CH3:1][O:2][C:3](=[O:12])[CH2:4][C:5]1[CH:10]=[CH:9][C:8]([C:58]2[CH:59]=[CH:60][C:55]([C:52]([CH2:53][CH3:54])([C:71]3[CH:76]=[CH:75][C:74]([CH2:77][CH2:78][C:79]4([OH:84])[CH2:80][CH2:81][CH2:82][CH2:83]4)=[C:73]([CH3:85])[CH:72]=3)[CH2:50][CH3:51])=[CH:56][C:57]=2[CH3:70])=[CH:7][CH:6]=1 |f:2.3.4.5,7.8,10.11.12|. Procedure details: (4-Bromo-phenyl)acetic acid methyl ester (Tetrahedron Letters 44 (2003) 331-334; 30 mg, 0.129 mmol), palladium acetate (2.0 mg, 0.009 mmol), 2-dicyclohexylphosphino-2′,6′-dimethoxy-1,1′-biphenyl (7.4 mg, 0.018 mmol), potassium phosphate (55 mg, 0.258 mmol) and water (0.2 mL) were added to a solution of 1-[2-(4-{1-ethyl-1-[3-methyl-4-(4,4,5,5-tetramethyl-[1,3,2]dioxaborolan-2-yl)-phenyl]-propyl}-2-methyl-phenyl)-ethyl]-cyclopentanol (Example 34-(2); 42.2 mg, 0.086 mmol) in toluene (2 mL). After r... Reactants: O=C1CCC(=O)N1Br, O=C(OOC(=O)c1ccccc1)c1ccccc1, ClC(Cl)(Cl)Cl, CC(C)c1ccc(C(=O)CCCCl)cc1. Product: CC(C)(Br)c1ccc(C(=O)CCCCl)cc1. Reaction SMILES: [Br:16][N:17]1[C:18](=[O:19])[CH2:20][CH2:21][C:22]1=[O:23].[C:24]([O:25][O:26][C:27](=[O:28])[c:29]1[cH:30][cH:31][cH:32][cH:33][cH:34]1)(=[O:35])[c:36]1[cH:37][cH:38][cH:39][cH:40][cH:41]1.[C:42]([Cl:43])([Cl:44])([Cl:45])[Cl:46].[Cl:1][CH2:2][CH2:3][CH2:4][C:5](=[O:6])[c:7]1[cH:8][cH:9][c:10]([CH:13]([CH3:14])[CH3:15])[cH:11][cH:12]1>>[Cl:1][CH2:2][CH2:3][CH2:4][C:5](=[O:6])[c:7]1[cH:8][cH:9][c:10]([C:13]([CH3:14])([CH3:15])[Br:16])[cH:11][cH:12]1.